Dataset: the Open Reaction Database (ORD), a public repository of structured organic reaction records. Task: describe an organic reaction: reactants, conditions, products, and yield The reactants are CC(=O)Cl, CCN(C(C)C)C(C)C, ClCCl, O=[N+]([O-])c1ccc(Oc2ccnc3cc(C4=CCNCC4)sc23)c(F)c1. Product: CC(=O)N1CC=C(c2cc3nccc(Oc4ccc([N+](=O)[O-])cc4F)c3s2)CC1. RXN SMILES: [CH3:36][C:37]([Cl:38])=[O:39].[CH:27]([N:28]([CH2:29][CH3:30])[CH:31]([CH3:32])[CH3:33])([CH3:34])[CH3:35].[Cl:40][CH2:41][Cl:42].[F:1][c:2]1[c:3]([O:4][c:5]2[c:6]3[c:7]([n:8][cH:9][cH:10]2)[cH:11][c:12]([C:14]2=[CH:19][CH2:18][NH:17][CH2:16][CH2:15]2)[s:13]3)[cH:20][cH:21][c:22]([N+:24](=[O:25])[O-:26])[cH:23]1>>[F:1][c:2]1[c:3]([O:4][c:5]2[c:6]3[c:7]([n:8][cH:9][cH:10]2)[cH:11][c:12]([C:14]2=[CH:19][CH2:18][N:17]([C:37]([CH3:36])=[O:39])[CH2:16][CH2:15]2)[s:13]3)[cH:20][cH:21][c:22]([N+:24](=[O:25])[O-:26])[cH:23]1. The reactants are ClC1=NC(=C2N=CN(C2=N1)C1CCCC1)NCCNC(C1=CC(=CC(=C1)Cl)Cl)=O (N-[2-[(2-chloro-9-cyclopentyl-9H-purin-6-yl)-amino]-ethyl]-3,5-dichloro-benzamide), N[C@@H]1CC[C@H](CC1)N (trans-1,4-diaminocyclohexane). Run at temperature 140 celsius. The product is Cl.Cl.N[C@@H]1CC[C@H](CC1)NC1=NC(=C2N=CN(C2=N1)C1CCCC1)NCCNC(C1=CC(=CC(=C1)Cl)Cl)=O (trans-N-[2-[[2-[(4-amino-cyclohexyl)-amino]-9-cyclopentyl-9H-purin-6-yl]-amino]-ethyl]-3,5-dichloro-benzamide dihydrochloride). As a reaction SMILES: [Cl:1][C:2]1[N:10]=[C:9]2[C:5]([N:6]=[CH:7][N:8]2[CH:11]2[CH2:15][CH2:14][CH2:13][CH2:12]2)=[C:4]([NH:16][CH2:17][CH2:18][NH:19][C:20](=[O:29])[C:21]2[CH:26]=[C:25]([Cl:27])[CH:24]=[C:23]([Cl:28])[CH:22]=2)[N:3]=1.[NH2:30][C@H:31]1[CH2:36][CH2:35][C@H:34]([NH2:37])[CH2:33][CH2:32]1>>[ClH:1].[ClH:1].[NH2:30][C@H:31]1[CH2:36][CH2:35][C@H:34]([NH:37][C:2]2[N:10]=[C:9]3[C:5]([N:6]=[CH:7][N:8]3[CH:11]3[CH2:15][CH2:14][CH2:13][CH2:12]3)=[C:4]([NH:16][CH2:17][CH2:18][NH:19][C:20](=[O:29])[C:21]3[CH:22]=[C:23]([Cl:28])[CH:24]=[C:25]([Cl:27])[CH:26]=3)[N:3]=2)[CH2:33][CH2:32]1 |f:2.3.4|. Procedure: 360 mg of the product obtained in Stage 1 above and 450 mg of trans-1,4-diaminocyclohexane are mixed together and the reaction medium is heated to approximately 140° C. for 6 hours.